Dataset: the Open Reaction Database (ORD), a public repository of structured organic reaction records. Task: describe an organic reaction: reactants, conditions, products, and yield Solvent: C(OC)COC (dimethoxyethane). The yield is 88.7%. Reported procedure: 2-(4-Bromo-3-methylphenyl)-1-methylimidazole (D89, 600 mg, 2.39 mmol) was dissolved in dimethoxyethane (15 ml) and H2O (15 ml) and treated with 4-boronobenzoic acid (397 mg, 2.39 mmol), sodium carbonate (1.01 g, 9.56 mmol), tetrakis (triphenylphosphine)palladium (O) (60 mg) and heated at reflux for 36 hours. The dimethoxyethane was removed in vacuo, the aqueous residue treated with 10% Na2CO3 (approx. 10 ml) and washed with ethyl acetate. The aqueous phase was acidified with 5N HCl and the solid... Starting materials: O (H2O), B(O)(O)C1=CC=C(C(=O)O)C=C1 (4-boronobenzoic acid), C([O-])([O-])=O.[Na+].[Na+] (sodium carbonate), tetrakis (triphenylphosphine)palladium, BrC1=C(C=C(C=C1)C=1N(C=CN1)C)C (2-(4-Bromo-3-methylphenyl)-1-methylimidazole). Reaction SMILES: Br[C:2]1[CH:7]=[CH:6][C:5]([C:8]2[N:9]([CH3:13])[CH:10]=[CH:11][N:12]=2)=[CH:4][C:3]=1[CH3:14].O.B([C:19]1[CH:27]=[CH:26][C:22]([C:23]([OH:25])=[O:24])=[CH:21][CH:20]=1)(O)O.C(=O)([O-])[O-].[Na+].[Na+]>C(COC)OC>[CH3:14][C:3]1[CH:4]=[C:5]([C:8]2[N:9]([CH3:13])[CH:10]=[CH:11][N:12]=2)[CH:6]=[CH:7][C:2]=1[C:19]1[CH:27]=[CH:26][C:22]([C:23]([OH:25])=[O:24])=[CH:21][CH:20]=1 |f:3.4.5|. Product: CC1=C(C=CC(=C1)C=1N(C=CN1)C)C1=CC=C(C=C1)C(=O)O (2'-Methyl-4'-(1-methylimidazol-2-yl)biphenyl-4-carboxylic acid).